Dataset: the Open Reaction Database (ORD), a public repository of structured organic reaction records. Task: describe an organic reaction: reactants, conditions, products, and yield The reactants are resultant mixture, CCOCC (ether), ClC1=CC=CC=2N1N=C(C2C(C)=O)C2=CC=C(C=C2)F (1-[7-chloro-2-(4-fluorophenyl)pyrazolo[1,5-a]pyridin-3-yl]ethanone), C([O-])([O-])=O.[Cs+].[Cs+] (cesium carbonate), C1(CCCC1)N (cyclopentylamine). Reagents/catalysts: C(C)(=O)[O-].[Pd+2].C(C)(=O)[O-] (palladium(II) acetate), C=1C=CC(=CC1)P(C=2C=CC=CC2)C3=CC=C4C=CC=CC4=C3C5=C6C=CC=CC6=CC=C5P(C=7C=CC=CC7)C=8C=CC=CC8 (BINAP). The solvent is C1(=CC=CC=C1)C (toluene). Product: C1(CCCC1)NC1=CC=CC=2N1N=C(C2C(C)=O)C2=CC=C(C=C2)F (1-[7-(cyclopentylamino)-2-(4-fluorophenyl)pyrazolo[1,5-a]pyridin-3-yl]ethanone). Isolated yield 96.7%. Reaction SMILES: Cl[C:2]1[N:7]2[N:8]=[C:9]([C:14]3[CH:19]=[CH:18][C:17]([F:20])=[CH:16][CH:15]=3)[C:10]([C:11](=[O:13])[CH3:12])=[C:6]2[CH:5]=[CH:4][CH:3]=1.C(=O)([O-])[O-].[Cs+].[Cs+].[CH:27]1([NH2:32])[CH2:31][CH2:30][CH2:29][CH2:28]1.CCOCC>C1(C)C=CC=CC=1.C([O-])(=O)C.[Pd+2].C([O-])(=O)C.C1C=CC(P(C2C(C3C(P(C4C=CC=CC=4)C4C=CC=CC=4)=CC=C4C=3C=CC=C4)=C3C(C=CC=C3)=CC=2)C2C=CC=CC=2)=CC=1>[CH:27]1([NH:32][C:2]2[N:7]3[N:8]=[C:9]([C:14]4[CH:19]=[CH:18][C:17]([F:20])=[CH:16][CH:15]=4)[C:10]([C:11](=[O:13])[CH3:12])=[C:6]3[CH:5]=[CH:4][CH:3]=2)[CH2:31][CH2:30][CH2:29][CH2:28]1 |f:1.2.3,7.8.9|. Procedure: To a solution of 1-[7-chloro-2-(4-fluorophenyl)pyrazolo[1,5-a]pyridin-3-yl]ethanone (2.7 g, 9.5 mmol) in toluene (50 mL) was added successively racemic-BINAP (378 mg, 0.6 mmol), cesium carbonate (4.7 g, 14.3 mmol), cyclopentylamine (4.7 mL, 47.5 mmol), and palladium(II) acetate (86 mg, 0.4 mmol). The resultant mixture was heated to 95° C. for 2.5 hours at which time the reaction was judged complete by thin layer chromatography. The solution was cooled to room temperature and ether was added. The... Starting materials: Cc1cc2cc(O)ccc2[nH]1, COCCOCCOC, CCOC(=O)c1ccc(F)cc1F, [K+], [K+], [K+], O=P([O-])([O-])[O-]. Yields the product CCOC(=O)c1ccc(F)cc1Oc1ccc2[nH]c(C)cc2c1. RXN SMILES: [CH3:22][c:23]1[nH:24][c:25]2[cH:26][cH:27][c:28]([OH:32])[cH:29][c:30]2[cH:31]1.[CH3:33][O:34][CH2:35][CH2:36][O:37][CH2:38][CH2:39][O:40][CH3:41].[F:1][c:2]1[c:3]([C:4](=[O:5])[O:6][CH2:7][CH3:8])[cH:9][cH:10][c:11]([F:13])[cH:12]1.[K+:19].[K+:20].[K+:21].[P:14]([O-:15])([O-:16])([O-:17])=[O:18]>>[c:2]1([O:32][c:28]2[cH:27][cH:26][c:25]3[nH:24][c:23]([CH3:22])[cH:31][c:30]3[cH:29]2)[c:3]([C:4](=[O:5])[O:6][CH2:7][CH3:8])[cH:9][cH:10][c:11]([F:13])[cH:12]1.